Dataset: the Open Reaction Database (ORD), a public repository of structured organic reaction records. Task: describe an organic reaction: reactants, conditions, products, and yield Starting materials: O=C(O)CSc1ccccc1Br, Nc1ccccc1Cl, O, c1ccncc1. Yields the product O=C(CSc1ccccc1Br)Nc1ccccc1Cl. As a reaction SMILES: [Br:1][c:2]1[c:3]([S:8][CH2:9][C:10](=[O:11])[OH:12])[cH:4][cH:5][cH:6][cH:7]1.[Cl:13][c:14]1[c:15]([NH2:16])[cH:17][cH:18][cH:19][cH:20]1.[OH2:21].[cH:22]1[cH:23][cH:24][n:25][cH:26][cH:27]1>>[Br:1][c:2]1[c:3]([S:8][CH2:9][C:10](=[O:12])[NH:16][c:15]2[c:14]([Cl:13])[cH:20][cH:19][cH:18][cH:17]2)[cH:4][cH:5][cH:6][cH:7]1. Starting materials: O=C(OCc1ccccc1)N1CCC(CO)(C(O)CO)CC1, CCOC(=O)N=NC(=O)OCC, C1CCOC1, c1ccc(P(c2ccccc2)c2ccccc2)cc1. Product: O=C(OCc1ccccc1)N1CCC2(CC1)COCC2O. As a reaction SMILES: [CH2:13]([c:14]1[cH:15][cH:16][cH:17][cH:18][cH:19]1)[O:20][C:21](=[O:22])[N:23]1[CH2:24][CH2:25][C:26]([CH2:29][OH:30])([CH:31]([CH2:32][OH:33])[OH:34])[CH2:27][CH2:28]1.[O:1]=[C:2]([O:3][CH2:4][CH3:5])[N:6]=[N:7][C:8]([O:9][CH2:10][CH3:11])=[O:12].[O:54]1[CH2:55][CH2:56][CH2:57][CH2:58]1.[c:35]1([P:36]([c:37]2[cH:38][cH:39][cH:40][cH:41][cH:42]2)[c:43]2[cH:44][cH:45][cH:46][cH:47][cH:48]2)[cH:49][cH:50][cH:51][cH:52][cH:53]1>>[CH2:13]([c:14]1[cH:15][cH:16][cH:17][cH:18][cH:19]1)[O:20][C:21](=[O:22])[N:23]1[CH2:24][CH2:25][C:26]2([CH2:27][CH2:28]1)[CH2:29][O:33][CH2:32][CH:31]2[OH:34]. The reactants are Cc1c(O)cccc1Cl, N#C[Cu], c1ccncc1. Yields the product Cc1c(O)cccc1C#N. As a reaction SMILES: [Cl:1][c:2]1[c:3]([CH3:9])[c:4]([OH:8])[cH:5][cH:6][cH:7]1.[Cu:10][C:11]#[N:12].[cH:13]1[cH:14][cH:15][n:16][cH:17][cH:18]1>>[c:2]1([C:11]#[N:12])[c:3]([CH3:9])[c:4]([OH:8])[cH:5][cH:6][cH:7]1. Starting materials: N=1C=CN2C1C(CCC2)C2=CC=C(OC1=NC3=C(N1COCC[Si](C)(C)C)C=CC=C3)C=C2 (2-[4-(5,6,7,8-Tetrahydroimidazo[1,2-a]pyridin-8-yl)phenoxy]-1-{[2-(trimethylsilyl)ethoxy]methyl}-1H-benzimidazole), [F-].C(CCC)[N+](CCCC)(CCCC)CCCC.C1CCOC1 (tetrabutylammonium fluoride THF), C1CCOC1 (THF). Run in O (water). Run at temperature 80 celsius, time 8 hour. Product: N=1C=CN2C1C(CCC2)C2=CC=C(OC1=NC3=C(N1)C=CC=C3)C=C2 (2-[4-(5,6,7,8-Tetrahydroimidazo[1,2-a]pyridin-8-yl)phenoxy]-1H-benzimidazole). Yield: 52.1%. RXN SMILES: [N:1]1[CH:2]=[CH:3][N:4]2[CH2:9][CH2:8][CH2:7][CH:6]([C:10]3[CH:33]=[CH:32][C:13]([O:14][C:15]4[N:19](COCC[Si](C)(C)C)[C:18]5[CH:28]=[CH:29][CH:30]=[CH:31][C:17]=5[N:16]=4)=[CH:12][CH:11]=3)[C:5]=12.[F-].C([N+](CCCC)(CCCC)CCCC)CCC.C1COCC1.C1COCC1>O>[N:1]1[CH:2]=[CH:3][N:4]2[CH2:9][CH2:8][CH2:7][CH:6]([C:10]3[CH:11]=[CH:12][C:13]([O:14][C:15]4[NH:19][C:18]5[CH:28]=[CH:29][CH:30]=[CH:31][C:17]=5[N:16]=4)=[CH:32][CH:33]=3)[C:5]=12 |f:1.2.3|. Reported procedure: 2-[4-(5,6,7,8-Tetrahydroimidazo[1,2-a]pyridin-8-yl)phenoxy]-1-{[2-(trimethylsilyl)ethoxy]methyl}-1H-benzimidazole (0.19 g), 1.0 M tetrabutylammonium fluoride-THF solution (1.7 ml) and THF (3 ml) were stirred under microwave irradiation at 100° C. for 3 hr. The reaction mixture was stirred at 80° C. overnight, poured into water, and the mixture was extracted with ethyl acetate. The extract was washed with saturated brine, dried over anhydrous sodium sulfate, and the solvent was evaporated under r... Reactants: O=C1Nc2ccc(Cl)cc2C1=Cc1ccc(Br)o1, O=C([O-])[O-], CC1(C)OB(c2ccc(OCCCN3CCOCC3)cc2)OC1(C)C, [Cs+], [Cs+], C1COCCO1, O. Product: O=C1Nc2ccc(Cl)cc2C1=Cc1ccc(-c2ccc(OCCCN3CCOCC3)cc2)o1. RXN SMILES: [Br:1][c:2]1[cH:3][cH:4][c:5]([CH:7]=[C:8]2[C:9](=[O:18])[NH:10][c:11]3[cH:12][cH:13][c:14]([Cl:17])[cH:15][c:16]32)[o:6]1.[C:19](=[O:20])([O-:21])[O-:22].[CH3:25][C:26]1([CH3:27])[C:28]([CH3:29])([CH3:30])[O:31][B:32]([c:33]2[cH:34][cH:35][c:36]([O:37][CH2:38][CH2:39][CH2:40][N:41]3[CH2:42][CH2:43][O:44][CH2:45][CH2:46]3)[cH:47][cH:48]2)[O:49]1.[Cs+:23].[Cs+:24].[O:51]1[CH2:52][CH2:53][O:54][CH2:55][CH2:56]1.[OH2:50]>>[c:2]1(-[c:33]2[cH:34][cH:35][c:36]([O:37][CH2:38][CH2:39][CH2:40][N:41]3[CH2:42][CH2:43][O:44][CH2:45][CH2:46]3)[cH:47][cH:48]2)[cH:3][cH:4][c:5]([CH:7]=[C:8]2[C:9](=[O:18])[NH:10][c:11]3[cH:12][cH:13][c:14]([Cl:17])[cH:15][c:16]32)[o:6]1. Starting materials: FC1=C(C=CC(=C1C1=NN(C=C1C1=CC=NC=C1)CC)F)NS(=O)(=O)C1=C(C=CC(=C1)F)F (N-{2,4-difluoro-3-[1-ethyl-4-(pyridin-4-yl)-1H-pyrazol-3-yl]phenyl}-2,5-difluorobenzenesulfonamide), C(C)OCC (ethyl ether), TEA, ClC(=O)OC (Methyl chloroformate). Run in C(Cl)Cl (DCM), O (water), C(Cl)Cl (DCM). Run at time 3 hour. Product: FC1=C(C=C(C=C1)F)S(=O)(=O)N(C(OC)=O)C1=C(C(=C(C=C1)F)C1=NN(C=C1C1=CC=NC=C1)CC)F (methyl [(2,5-difluorophenyl)sulfonyl]{3-[1-ethyl-4-(pyridin-4-yl)-1H-pyrazol-3-yl]-2,4-difluorophenyl}carbamate). Isolated yield 80.0%. Reaction SMILES: [F:1][C:2]1[C:7]([C:8]2[C:12]([C:13]3[CH:18]=[CH:17][N:16]=[CH:15][CH:14]=3)=[CH:11][N:10]([CH2:19][CH3:20])[N:9]=2)=[C:6]([F:21])[CH:5]=[CH:4][C:3]=1[NH:22][S:23]([C:26]1[CH:31]=[C:30]([F:32])[CH:29]=[CH:28][C:27]=1[F:33])(=[O:25])=[O:24].Cl[C:35]([O:37][CH3:38])=[O:36].C(OCC)C>C(Cl)Cl.O>[F:33][C:27]1[CH:28]=[CH:29][C:30]([F:32])=[CH:31][C:26]=1[S:23]([N:22]([C:3]1[CH:4]=[CH:5][C:6]([F:21])=[C:7]([C:8]2[C:12]([C:13]3[CH:14]=[CH:15][N:16]=[CH:17][CH:18]=3)=[CH:11][N:10]([CH2:19][CH3:20])[N:9]=2)[C:2]=1[F:1])[C:35](=[O:36])[O:37][CH3:38])(=[O:24])=[O:25]. Reported procedure: N-{2,4-difluoro-3-[1-ethyl-4-(pyridin-4-yl)-1H-pyrazol-3-yl]phenyl}-2,5-difluorobenzenesulfonamide (80 mg, 0.168 mmol) was suspended in 3.5 mL of DCM and TEA (18.7 mg, 25.8 μL, 0.185 mmol) was added. Methyl chloroformate (17.5 mg, 13.0 L, 0.185 mmol) was added to the solution so obtained, and the reaction mixture was stirred at room temperature for 3 hours, diluted with DCM, and poured in water. The organic layer was washed three times with water, once with brine, dried over Na2SO4 and concentra...